This data is from the Open Reaction Database (ORD), a public repository of structured organic reaction records. The task is: describe an organic reaction: reactants, conditions, products, and yield Reactants: COc1cc(C=O)cc(c1F)F, CC1=CN=C(C=C1)N, [C-]#[N+]C1CCCCC1. The reagents and catalysts are O=C(O)C(F)(F)F (trifluoroacetic acid). Run in CC(C)O (isopropyl alcohol), CC(C)O (isopropylalcohol). Run at temperature 22 celsius, time 20 hour. Yields the product Cc1ccc2nc(c3cc(c(c(c3)F)F)OC)c(NC3CCCCC3)n2c1. The yield is 1.8%. RXN SMILES: CC1=CC=C(N)N=C1.[C-]#[N+]C1CCCCC1.COC1=CC(C=O)=CC(F)=C1F>>COC1=CC(=CC(F)=C1F)C1=C(NC2CCCCC2)N2C=C(C)C=CC2=N1. Starting materials: NCC1N(C(CCC1)C)C(=O)C1=C(N=C(S1)C)C1=CC=CC=C1 (rac-(2-(aminomethyl)-6-methylpiperidin-1-yl)(2-methyl-4-phenylthiazol-5-yl)methanone), N1=CC=CC2=CC=CC(=C12)C(=O)O (quinoline-8-carboxylic acid). Yields the product CC1CCCC(N1C(=O)C1=C(N=C(S1)C)C1=CC=CC=C1)CNC(=O)C=1C=CC=C2C=CC=NC12 (rac-N-((6-Methyl-1-(2-methyl-4-phenylthiazole-5-carbonyl)piperidin-2-yl)methyl)quinoline-8-carboxamide). Reaction SMILES: [NH2:1][CH2:2][CH:3]1[CH2:8][CH2:7][CH2:6][CH:5]([CH3:9])[N:4]1[C:10]([C:12]1[S:16][C:15]([CH3:17])=[N:14][C:13]=1[C:18]1[CH:23]=[CH:22][CH:21]=[CH:20][CH:19]=1)=[O:11].[N:24]1[C:33]2[C:28](=[CH:29][CH:30]=[CH:31][C:32]=2[C:34](O)=[O:35])[CH:27]=[CH:26][CH:25]=1>>[CH3:9][CH:5]1[N:4]([C:10]([C:12]2[S:16][C:15]([CH3:17])=[N:14][C:13]=2[C:18]2[CH:23]=[CH:22][CH:21]=[CH:20][CH:19]=2)=[O:11])[CH:3]([CH2:2][NH:1][C:34]([C:32]2[CH:31]=[CH:30][CH:29]=[C:28]3[C:33]=2[N:24]=[CH:25][CH:26]=[CH:27]3)=[O:35])[CH2:8][CH2:7][CH2:6]1. Reported procedure: The title compound was prepared by following the general procedure A using rac-(2-(aminomethyl)-6-methylpiperidin-1-yl)(2-methyl-4-phenylthiazol-5-yl)methanone and quinoline-8-carboxylic acid. MS (ESI) 485 (M+H). The reactants are CC1=NC(NC(C1)(C)C)(C)C (acetonine), B(F)(F)F.CCOCC (boron trifluoride etherate). The solvent is CC(=O)C (acetone). Yields the product CC1(CC(=O)CC(N1)(C)C)C (triacetonamine). The yield is 116.0%. As a reaction SMILES: [CH3:1][C:2]1[CH2:7][C:6]([CH3:9])([CH3:8])[NH:5][C:4]([CH3:11])([CH3:10])N=1.B(F)(F)F.CC[O:18]CC>CC(C)=O>[CH3:10][C:4]1([CH3:11])[NH:5][C:6]([CH3:9])([CH3:8])[CH2:7][C:2](=[O:18])[CH2:1]1 |f:1.2|. Procedure details: A solution of 15.4 g. of acetonine in 60 g. of acetone was added dropwise with 6.5 g. of boron trifluoride etherate at room temperature. After completion of the addition, the mixture was heated at 48°-50°C. for 3 hours to effect the reaction. After completion of the reaction, the reaction mixture was purified in the same manner as in Example 1 to obtain triacetonamine in a yield of 116%. The reactants are CN(C)c1ccncc1, O=S(=O)(Cl)c1ccc(Cl)c(C(F)(F)F)c1, Nc1cc(Cl)cnc1C(=O)c1cccnc1, c1ccncc1. Product: O=C(c1cccnc1)c1ncc(Cl)cc1NS(=O)(=O)c1ccc(Cl)c(C(F)(F)F)c1. Reaction SMILES: [CH3:32][N:33]([c:34]1[cH:35][cH:36][n:37][cH:38][cH:39]1)[CH3:40].[Cl:17][c:18]1[c:19]([C:28]([F:29])([F:30])[F:31])[cH:20][c:21]([S:24](=[O:25])(=[O:26])[Cl:27])[cH:22][cH:23]1.[NH2:1][c:2]1[c:3]([C:9](=[O:10])[c:11]2[cH:12][n:13][cH:14][cH:15][cH:16]2)[n:4][cH:5][c:6]([Cl:8])[cH:7]1.[cH:41]1[cH:42][cH:43][n:44][cH:45][cH:46]1>>[NH:1]([c:2]1[c:3]([C:9](=[O:10])[c:11]2[cH:12][n:13][cH:14][cH:15][cH:16]2)[n:4][cH:5][c:6]([Cl:8])[cH:7]1)[S:24]([c:21]1[cH:20][c:19]([C:28]([F:29])([F:30])[F:31])[c:18]([Cl:17])[cH:23][cH:22]1)(=[O:25])=[O:26]. The reactants are [BH3-]C#N, C=O, C1CCOC1, CO, CC(=O)O, Fc1ccc(-c2nc3cc(C4CCNCC4)ccn3c2-c2ccncn2)cc1, [Na+], O. The product is CN1CCC(c2ccn3c(-c4ccncn4)c(-c4ccc(F)cc4)nc3c2)CC1. Reaction SMILES: [C:32]([BH3-:33])#[N:34].[CH2:29]=[O:30].[CH2:38]1[O:39][CH2:40][CH2:41][CH2:42]1.[CH3:36][OH:37].[CH3:43][C:44](=[O:45])[OH:46].[F:1][c:2]1[cH:3][cH:4][c:5](-[c:8]2[n:9][c:10]3[n:11]([cH:12][cH:13][c:14]([CH:16]4[CH2:17][CH2:18][NH:19][CH2:20][CH2:21]4)[cH:15]3)[c:22]2-[c:23]2[n:24][cH:25][n:26][cH:27][cH:28]2)[cH:6][cH:7]1.[Na+:35].[OH2:31]>>[F:1][c:2]1[cH:3][cH:4][c:5](-[c:8]2[n:9][c:10]3[n:11]([cH:12][cH:13][c:14]([CH:16]4[CH2:17][CH2:18][N:19]([CH3:32])[CH2:20][CH2:21]4)[cH:15]3)[c:22]2-[c:23]2[n:24][cH:25][n:26][cH:27][cH:28]2)[cH:6][cH:7]1. Reactants: CC1=CC(=NC(=C1)C1=CC=C(C=C1)C(F)(F)F)C=1C=C(C=CC1)B(O)O (3-[4-methyl-6-(4-trifluoromethyl-phenyl)pyridin-2-yl]-benzeneboronic acid), BrC=1C=C(C=NC1)S(=O)(=O)N (5-bromo-pyridine-3-sulfonic acid amide). Product: CC1=CC(=NC(=C1)C1=CC=C(C=C1)C(F)(F)F)C=1C=C(C=CC1)C=1C=C(C=NC1)S(=O)(=O)N (5-{3-[4-Methyl-6-(4-trifluoromethyl-phenyl)-pyridin-2-yl]-phenyl}-pyridine-3-sulfonic acid amide), solid. Isolated yield 19.0%. RXN SMILES: [CH3:1][C:2]1[CH:7]=[C:6]([C:8]2[CH:13]=[CH:12][C:11]([C:14]([F:17])([F:16])[F:15])=[CH:10][CH:9]=2)[N:5]=[C:4]([C:18]2[CH:19]=[C:20](B(O)O)[CH:21]=[CH:22][CH:23]=2)[CH:3]=1.Br[C:28]1[CH:29]=[C:30]([S:34]([NH2:37])(=[O:36])=[O:35])[CH:31]=[N:32][CH:33]=1>>[CH3:1][C:2]1[CH:7]=[C:6]([C:8]2[CH:13]=[CH:12][C:11]([C:14]([F:17])([F:16])[F:15])=[CH:10][CH:9]=2)[N:5]=[C:4]([C:18]2[CH:19]=[C:20]([C:28]3[CH:29]=[C:30]([S:34]([NH2:37])(=[O:36])=[O:35])[CH:31]=[N:32][CH:33]=3)[CH:21]=[CH:22][CH:23]=2)[CH:3]=1. Procedure: The title compound was prepared from 3-[4-methyl-6-(4-trifluoromethyl-phenyl)pyridin-2-yl]-benzeneboronic acid (example G.10) (0.407 g, 1.14 mmol) and commercially available 5-bromo-pyridine-3-sulfonic acid amide (178 mg, 1.14 mmol) according to the general procedure VI. Obtained as a white solid (0.101 g, 19%). MS (ISP) 470.3 [(M+H)+]; mp 217° C.